This data is from the Open Reaction Database (ORD), a public repository of structured organic reaction records. The task is: describe an organic reaction: reactants, conditions, products, and yield Yields the product O=[N+]([O-])c1cnc(NCCNc2nc(-c3ccc(Cl)cc3Cl)cc3nccn23)s1. RXN SMILES: [Br:29][c:30]1[s:31][c:32]([N+:35](=[O:36])[O-:37])[cH:33][n:34]1.[CH3:47][S:48]([CH3:49])=[O:50].[CH:38]([N:39]([CH2:40][CH3:41])[CH:42]([CH3:43])[CH3:44])([CH3:45])[CH3:46].[Cl:8][c:9]1[c:10](-[c:16]2[cH:17][c:18]3[n:19]([c:20]([NH:22][CH2:23][CH2:24][NH2:25])[n:21]2)[cH:26][cH:27][n:28]3)[cH:11][cH:12][c:13]([Cl:15])[cH:14]1.[F:1][C:2]([F:3])([F:4])[C:5]([OH:6])=[O:7]>>[Cl:8][c:9]1[c:10](-[c:16]2[cH:17][c:18]3[n:19]([c:20]([NH:22][CH2:23][CH2:24][NH:25][c:30]4[s:31][c:32]([N+:35](=[O:36])[O-:37])[cH:33][n:34]4)[n:21]2)[cH:26][cH:27][n:28]3)[cH:11][cH:12][c:13]([Cl:15])[cH:14]1. Reactants: O=[N+]([O-])c1cnc(Br)s1, CS(C)=O, CCN(C(C)C)C(C)C, NCCNc1nc(-c2ccc(Cl)cc2Cl)cc2nccn12, O=C(O)C(F)(F)F. The reactants are ClC1=CC=C(C=C1)B(O)O (4-chlorophenyl-boronic acid), C([O-])([O-])=O.[Na+].[Na+] (sodium carbonate), BrC=1C(=NC=C(C1)C)OC1=CC=CC=C1 (3-Bromo-5-methyl-2-phenoxy-pyridine). The solvent is C1(=CC=CC=C1)C (toluene). Run at temperature 90 celsius, time 18 hour. The product is ClC1=CC=C(C=C1)C=1C(=NC=C(C1)C)OC1=CC=CC=C1 (3-(4-Chloro-phenyl)-5-methyl-2-phenoxy-pyridine). Isolated yield 68.7%. Reaction SMILES: Br[C:2]1[C:3]([O:9][C:10]2[CH:15]=[CH:14][CH:13]=[CH:12][CH:11]=2)=[N:4][CH:5]=[C:6]([CH3:8])[CH:7]=1.[Cl:16][C:17]1[CH:22]=[CH:21][C:20](B(O)O)=[CH:19][CH:18]=1.C(=O)([O-])[O-].[Na+].[Na+]>C1(C)C=CC=CC=1>[Cl:16][C:17]1[CH:22]=[CH:21][C:20]([C:2]2[C:3]([O:9][C:10]3[CH:15]=[CH:14][CH:13]=[CH:12][CH:11]=3)=[N:4][CH:5]=[C:6]([CH3:8])[CH:7]=2)=[CH:19][CH:18]=1 |f:2.3.4|. Procedure: 3-Bromo-5-methyl-2-phenoxy-pyridine (0.79 g, 3.0 mmol) was dissolved in toluene (5 mL). To this solution was added [1,1′-bis(diphenylphosphino)-ferrocene]dichloropalladium(II) dichloro-methane complex (120 mg), 4-chlorophenyl-boronic acid (0.7 g, 4.5 mmol), and 2 N sodium carbonate solution (4.7 mL). The whole mixture was heated with stirring at 90° C. for 18 h, cooled to room temperature and eluted with ethyl acetate over 10 g ChemElut (Varian). The solvent was evaporated and the residue was pu... Starting materials: C(CCCCCCCCCCCCCCC)(=O)OC(CC(=O)N[C@@H](C(C)C)C(=O)N[C@@H](CCC(=O)OCC1=CC=CC=C1)C(=O)OCC1=CC=CC=C1)CCCCCCCCCCCCCCC (Dibenzyl N-[N-(3-hexadecanoyloxyoctadecanoyl)-L-valyl]-L-glutamate). Reagents/catalysts: [Pd] (palladium black). Solvent: O (water), C(C)(=O)OCC (ethyl acetate), CO (methanol). The product is C(CCCCCCCCCCCCCCC)(=O)OC(CC(=O)N[C@@H](C(C)C)C(=O)N[C@@H](CCC(=O)O)C(=O)O)CCCCCCCCCCCCCCC (N-[N-(3-hexadecanoyloxyoctadecanoyl)-L-valyl]-L-glutamic acid). Isolated yield 100.1%. RXN SMILES: [C:1]([O:18][CH:19]([CH2:54][CH2:55][CH2:56][CH2:57][CH2:58][CH2:59][CH2:60][CH2:61][CH2:62][CH2:63][CH2:64][CH2:65][CH2:66][CH2:67][CH3:68])[CH2:20][C:21]([NH:23][C@H:24]([C:28]([NH:30][C@H:31]([C:44]([O:46]CC1C=CC=CC=1)=[O:45])[CH2:32][CH2:33][C:34]([O:36]CC1C=CC=CC=1)=[O:35])=[O:29])[CH:25]([CH3:27])[CH3:26])=[O:22])(=[O:17])[CH2:2][CH2:3][CH2:4][CH2:5][CH2:6][CH2:7][CH2:8][CH2:9][CH2:10][CH2:11][CH2:12][CH2:13][CH2:14][CH2:15][CH3:16]>C(OCC)(=O)C.CO.O.[Pd]>[C:1]([O:18][CH:19]([CH2:54][CH2:55][CH2:56][CH2:57][CH2:58][CH2:59][CH2:60][CH2:61][CH2:62][CH2:63][CH2:64][CH2:65][CH2:66][CH2:67][CH3:68])[CH2:20][C:21]([NH:23][C@H:24]([C:28]([NH:30][C@H:31]([C:44]([OH:46])=[O:45])[CH2:32][CH2:33][C:34]([OH:36])=[O:35])=[O:29])[CH:25]([CH3:27])[CH3:26])=[O:22])(=[O:17])[CH2:2][CH2:3][CH2:4][CH2:5][CH2:6][CH2:7][CH2:8][CH2:9][CH2:10][CH2:11][CH2:12][CH2:13][CH2:14][CH2:15][CH3:16]. Procedure: Dibenzyl N-[N-(3-hexadecanoyloxyoctadecanoyl)-L-valyl]-L-glutamate (950 mg) prepared by the method of Example 2 was dissolved in a mixture of ethyl acetate (200 ml) and methanol (50 ml). A suspended mixture of palladium black (800 mg) in water (10 ml) was added thereto. The mixture was subjected to catalytic hydrogenation at 2.5 atmospheric pressure. The reaction mixture was filtered and the filtrate was concentrated under reduced pressure. The residue was dried up by using high vacuum pump to a... Reactants: CC(C)=O, O=S(=O)(Cl)c1ccc(F)cc1, [N-]=[N+]=[N-], [Na+]. Yields the product [N-]=[N+]=NS(=O)(=O)c1ccc(F)cc1. Reaction SMILES: [CH3:16][C:17](=[O:18])[CH3:19].[F:1][c:2]1[cH:3][cH:4][c:5]([S:8](=[O:9])(=[O:10])[Cl:11])[cH:6][cH:7]1.[N-:13]=[N+:14]=[N-:15].[Na+:12]>>[F:1][c:2]1[cH:3][cH:4][c:5]([S:8](=[O:9])(=[O:10])[N:13]=[N+:14]=[N-:15])[cH:6][cH:7]1. Reactants: CC(C)C(C(=O)N1CC2CCC(NC(=O)OC(C)(C)C)C2C1)c1ccccc1, Cl, C1COCCO1. As a reaction SMILES: [C:1]([O:2][C:3](=[O:4])[NH:7][CH:8]1[CH2:9][CH2:10][CH:11]2[CH2:12][N:13]([C:16]([CH:17]([CH:18]([CH3:19])[CH3:20])[c:21]3[cH:22][cH:23][cH:24][cH:25][cH:26]3)=[O:27])[CH2:14][CH:15]12)([CH3:5])([CH3:6])[CH3:28].[ClH:29].[O:30]1[CH2:31][CH2:32][O:33][CH2:34][CH2:35]1>>[ClH:29].[NH2:7][CH:8]1[CH2:9][CH2:10][CH:11]2[CH2:12][N:13]([C:16]([CH:17]([CH:18]([CH3:19])[CH3:20])[c:21]3[cH:22][cH:23][cH:24][cH:25][cH:26]3)=[O:27])[CH2:14][CH:15]12. Product: Cl, CC(C)C(C(=O)N1CC2CCC(N)C2C1)c1ccccc1. The reactants are C1(=CC=CC=C1)SSC1=CC=CC=C1 (diphenyl disulfide), O1CCCC1 (tetrahydrofuran), C(C)(C)[N-]C(C)C.[Li+] (lithium diisopropylamide), C(CCC)N1C(=O)NC(=O)C(=C1)CC (1-butyl-5-ethyluracil), O1CCCC1 (tetrahydrofuran), O1CCCC1 (tetrahydrofuran), C(C)(=O)O (acetic acid). Run at temperature -25 celsius, time 5 minute. The product is C(CCC)N1C(=S)NC(=O)C(=C1C1=CC=CC=C1)CC (1-butyl-5-ethyl-6-phenylthiouracil). The yield is 7.0%. RXN SMILES: C([N-][CH:5]([CH3:7])[CH3:6])(C)C.[Li+].[CH2:9]([N:13]1[CH:20]=[C:19]([CH2:21][CH3:22])[C:17](=[O:18])[NH:16][C:14]1=O)[CH2:10][CH2:11][CH3:12].C1([S:29]SC2C=CC=CC=2)C=CC=CC=1.C(O)(=O)C.O1C[CH2:44][CH2:43][CH2:42]1>>[CH2:9]([N:13]1[C:20]([C:6]2[CH:5]=[CH:7][CH:44]=[CH:43][CH:42]=2)=[C:19]([CH2:21][CH3:22])[C:17](=[O:18])[NH:16][C:14]1=[S:29])[CH2:10][CH2:11][CH3:12] |f:0.1|. Reported procedure: Then, a solution of 4.4 mmol of lithium diisopropylamide in 2.8 ml of tetrahydrofuran was added dropwise to a solution of 392 mg (2.0 mmol) 1-butyl-5-ethyluracil in 9 ml of tetrahydrofuran under a nitrogen atmosphere at −70° C. and stirred for 70 minutes at −70° C. and further 5 minutes at −25° C. The mixture was cooled to −70° C. again, added with a solution of 567 mg (2.6 mmol) diphenyl disulfide in 3 ml of tetrahydrofuran, stirred for 20 minutes, added with 1 ml of acetic acid, brought to roo... Reactants: FC(OC1=C(C(=C(C=C1)C1=C2CCC(C2=CC=C1)=O)O)OC)F (4-(4-(difluoromethoxy)-2-hydroxy-3-methoxyphenyl)-2,3-dihydro-1H-inden-1-one), C([O-])([O-])=O.[K+].[K+] (potassium carbonate), BrCC1(COC1)COC (3-bromomethyl-3-methoxymethyl-oxetane). Solvent: C(C)#N (acetonitrile). Conditions: temperature 80 celsius. The product is FC(OC1=C(C(=C(C=C1)C1=C2CCC(C2=CC=C1)=O)OCC1(COC1)COC)OC)F (4-[4-Difluoromethoxy-3-methoxy-2-(3-methoxymethyl-oxetan-3-ylmethoxy)-phenyl]-indan-1-one). Isolated yield 23.0%. RXN SMILES: [F:1][CH:2]([F:23])[O:3][C:4]1[CH:9]=[CH:8][C:7]([C:10]2[CH:18]=[CH:17][CH:16]=[C:15]3[C:11]=2[CH2:12][CH2:13][C:14]3=[O:19])=[C:6]([OH:20])[C:5]=1[O:21][CH3:22].C(=O)([O-])[O-].[K+].[K+].Br[CH2:31][C:32]1([CH2:36][O:37][CH3:38])[CH2:35][O:34][CH2:33]1>C(#N)C>[F:1][CH:2]([F:23])[O:3][C:4]1[CH:9]=[CH:8][C:7]([C:10]2[CH:18]=[CH:17][CH:16]=[C:15]3[C:11]=2[CH2:12][CH2:13][C:14]3=[O:19])=[C:6]([O:20][CH2:31][C:32]2([CH2:36][O:37][CH3:38])[CH2:35][O:34][CH2:33]2)[C:5]=1[O:21][CH3:22] |f:1.2.3|. Procedure: To a stirring solution of 4-(4-(difluoromethoxy)-2-hydroxy-3-methoxyphenyl)-2,3-dihydro-1H-inden-1-one (80 mg, 0.25 mmol) in acetonitrile (10 mL) was added potassium carbonate (103.5 mg, 0.75 mmol) and 3-bromomethyl-3-methoxymethyl-oxetane (146 mg, 0.75 mmol) and the resultant reaction mixture was heated to 80° C. for 16 h. The reaction mixture was cooled to RT and filtered through celite and the filtrate was concentrated under reduced pressure. The residue was purified by column chromatography ... The reactants are CC1CC(CC1C1=NN=C2N1C1=C(N=C2)N(C=C1)S(=O)(=O)C1=CC=C(C)C=C1)NS(=O)(=O)C1CC1 (N-(3-methyl-4-(6-tosyl-6H-pyrrolo[2,3-e][1,2,4]triazolo[4,3-a]pyrazin-1-yl)cyclopentyl)cyclopropanesulfonamide), O1CCOCC1 (1,4-dioxane), [OH-].[Na+] (NaOH), CO (MeOH). Run in CCO (EtOH), O (water), C(Cl)Cl (DCM). Conditions: temperature 60 celsius. Product: C[C@@H]1C[C@@H](C[C@@H]1C1=NN=C2N1C1=C(N=C2)NC=C1)NS(=O)(=O)C1CC1 (N-((1S,3R,4S)-3-methyl-4-(6H-pyrrolo[2,3-e][1, 2, 4]triazolo[4,3-a]pyrazin-1-yl)cyclopentyl)cyclopropanesulfonamide). The yield is 10.0%. Reaction SMILES: [CH3:1][CH:2]1[CH:6]([C:7]2[N:11]3[C:12]4[CH:18]=[CH:17][N:16](S(C5C=CC(C)=CC=5)(=O)=O)[C:13]=4[N:14]=[CH:15][C:10]3=[N:9][N:8]=2)[CH2:5][CH:4]([NH:29][S:30]([CH:33]2[CH2:35][CH2:34]2)(=[O:32])=[O:31])[CH2:3]1.O1CCOCC1.[OH-].[Na+].CO>O.C(Cl)Cl.CCO>[CH3:1][C@H:2]1[C@@H:6]([C:7]2[N:11]3[C:12]4[CH:18]=[CH:17][NH:16][C:13]=4[N:14]=[CH:15][C:10]3=[N:9][N:8]=2)[CH2:5][C@@H:4]([NH:29][S:30]([CH:33]2[CH2:34][CH2:35]2)(=[O:31])=[O:32])[CH2:3]1 |f:2.3|. Procedure details: A mixture of N-(3-methyl-4-(6-tosyl-6H-pyrrolo[2,3-e][1,2,4]triazolo[4,3-a]pyrazin-1-yl)cyclopentyl)cyclopropanesulfonamide (7.1 g, 13.9 mmol), 1,4-dioxane (139 mL) and aqueous 1 N NaOH (30.0 mL, 30.0 mmol) was heated at about 60° C. for about 2 h. The reaction was cooled to ambient temperature, diluted with water (150 mL), and extracted with EtOAc (3×150 mL). The combined organic layers were washed with brine (200 mL), dried over anhydrous Na2SO4, filtered, and concentrated under reduced pressu...